Dataset: the Open Reaction Database (ORD), a public repository of structured organic reaction records. Task: describe an organic reaction: reactants, conditions, products, and yield The reactants are C1(=CC=CC=C1)C=1C=C2CCNCC2=CC1 (6-phenyl-1,2,3,4-tetrahydroisoquinoline), Heterocyclic, CN(C)CC1=CNC2=NC=CC=C21 (3-dimethylaminomethyl-1H-pyrrolo[2,3-b]pyridine). Run in C1(=CC=CC=C1)C (toluene). Product: C1(=CC=CC=C1)C=1C=C2CCN(CC2=CC1)CC1=CNC2=NC=CC=C21 (3-(6-phenyl-1,2,3,4-tetrahydroisoquinolin-2-yl)methyl-1H-pyrrolo[2,3-b]pyridine). Isolated yield 17.0%. RXN SMILES: [C:1]1([C:7]2[CH:8]=[C:9]3[C:14](=[CH:15][CH:16]=2)[CH2:13][NH:12][CH2:11][CH2:10]3)[CH:6]=[CH:5][CH:4]=[CH:3][CH:2]=1.CN([CH2:20][C:21]1[C:29]2[C:24](=[N:25][CH:26]=[CH:27][CH:28]=2)[NH:23][CH:22]=1)C>C1(C)C=CC=CC=1>[C:1]1([C:7]2[CH:8]=[C:9]3[C:14](=[CH:15][CH:16]=2)[CH2:13][N:12]([CH2:20][C:21]2[C:29]4[C:24](=[N:25][CH:26]=[CH:27][CH:28]=4)[NH:23][CH:22]=2)[CH2:11][CH2:10]3)[CH:2]=[CH:3][CH:4]=[CH:5][CH:6]=1. Reported procedure: A mixture of 6-phenyl-1,2,3,4-tetrahydroisoquinoline (prepared by the method of L. N. Pridgen, J. Heterocyclic Chem. 1980, 17, 1289) (0.5 g, 2.38 mmol) and 3-dimethylaminomethyl-1H-pyrrolo[2,3-b]pyridine (0.4 g, 2.28 mmol) in toluene (5 ml) was heated at reflux under nitrogen for 18 h. The mixture was allowed to cool and the crystallised product collected. Recrystallisation from ethyl acetate afforded the title compound (0.13 g, 17%), m.p. 211°-213° C.; (Found: C, 80.15; H, 6.30; N, 12.32. C23H2... RXN SMILES: [CH3:35][c:36]1[cH:37][cH:38][cH:39][cH:40][cH:41]1.[Cl-:33].[I:1][CH:2]1[CH2:3][c:4]2[cH:5][c:6]([O:31][CH3:32])[cH:7][cH:8][c:9]2[CH:10]([c:18]2[cH:19][cH:20][c:21]([O:24][C:25]([C:26]([CH3:27])([CH3:28])[CH3:29])=[O:30])[cH:22][cH:23]2)[CH:11]1[c:12]1[cH:13][cH:14][cH:15][cH:16][cH:17]1.[NH4+:34]>>[CH:2]1=[CH:3][c:4]2[cH:5][c:6]([O:31][CH3:32])[cH:7][cH:8][c:9]2[CH:10]([c:18]2[cH:19][cH:20][c:21]([O:24][C:25]([C:26]([CH3:27])([CH3:28])[CH3:29])=[O:30])[cH:22][cH:23]2)[CH:11]1[c:12]1[cH:13][cH:14][cH:15][cH:16][cH:17]1. Reactants: Cc1ccccc1, [Cl-], COc1ccc2c(c1)CC(I)C(c1ccccc1)C2c1ccc(OC(=O)C(C)(C)C)cc1, [NH4+]. Yields the product COc1ccc2c(c1)C=CC(c1ccccc1)C2c1ccc(OC(=O)C(C)(C)C)cc1. The reactants are N#Cc1ccc(NCc2ccc(OCc3ccccc3)cc2)cc1, CI. Yields the product CN(Cc1ccc(OCc2ccccc2)cc1)c1ccc(C#N)cc1. Reaction SMILES: [CH2:1]([c:2]1[cH:3][cH:4][cH:5][cH:6][cH:7]1)[O:8][c:9]1[cH:10][cH:11][c:12]([CH2:13][NH:14][c:15]2[cH:16][cH:17][c:18]([C:19]#[N:20])[cH:21][cH:22]2)[cH:23][cH:24]1.[CH3:25][I:26]>>[CH2:1]([c:2]1[cH:3][cH:4][cH:5][cH:6][cH:7]1)[O:8][c:9]1[cH:10][cH:11][c:12]([CH2:13][N:14]([c:15]2[cH:16][cH:17][c:18]([C:19]#[N:20])[cH:21][cH:22]2)[CH3:25])[cH:23][cH:24]1. Reactants: ClC=1C=C(OC2CN(C2)C(=O)Cl)C=CC1Cl (3-(3,4-dichlorophenoxy)-1-azetidinecarbonyl chloride), C([O-])([O-])=O.[K+].[K+] (potassium carbonate), C(C#C)N (2-propynylamine). The solvent is O (water), O1CCCC1 (tetrahydrofuran). Run at time 18 hour. Yields the product ClC=1C=C(OC2CN(C2)C(=O)NCC#C)C=CC1Cl (3-(3,4-Dichlorophenoxy)-N-(2-propynyl)-1-azetidinecarboxamide). Isolated yield 83.2%. RXN SMILES: [Cl:1][C:2]1[CH:3]=[C:4]([CH:13]=[CH:14][C:15]=1[Cl:16])[O:5][CH:6]1[CH2:9][N:8]([C:10](Cl)=[O:11])[CH2:7]1.C(=O)([O-])[O-].[K+].[K+].[CH2:23]([NH2:26])[C:24]#[CH:25]>O1CCCC1.O>[Cl:1][C:2]1[CH:3]=[C:4]([CH:13]=[CH:14][C:15]=1[Cl:16])[O:5][CH:6]1[CH2:9][N:8]([C:10]([NH:26][CH2:23][C:24]#[CH:25])=[O:11])[CH2:7]1 |f:1.2.3|. Procedure details: A stirred mixture of 5.6 g (0.02 mole) of 3-(3,4-dichlorophenoxy)-1-azetidinecarbonyl chloride and 3 g (0.02 mole) of potassium carbonate in 20 ml of tetrahydrofuran was treated with 1.1 g (0.02 mole) of 2-propynylamine added dropwise from a needle syringe then stirred for an additional 18 hr. The reaction mixture was diluted with 200 ml of water and the resulting solid collected by filtration to yield 7.1 g of crude product. Recrystallization from isopropyl ether yielded 4.98 g (83.2%) of pale ... The reactants are C1CC(=O)N(C1=O)Br (N-bromosuccimide), C(C1=CC=CC=C1)(=O)OOC(C1=CC=CC=C1)=O (benzoyl peroxide), NC1=NC(=NN1C1=CC=C(C#N)C=C1)NC1=CC(=C(C(=C1)OC)C)OC (4-[5-Amino-3-(3,5-dimethoxy-4-methyl-phenylamino)-[1,2,4]triazol-1-yl]-benzonitrile). Solvent: C(Cl)(Cl)(Cl)Cl (CCl4), C1=CC=CC=C1 (benzene). The product is NC1=NC(=NN1C1=CC=C(C#N)C=C1)NC1=C(C(=C(C(=C1)OC)C)OC)Br (4-[5-Amino-3-(2-bromo-3,5-dimethoxy-4-methyl-phenylamino)-[1,2,4]triazol-1-yl]-benzonitrile). Isolated yield 42.4%. Reaction SMILES: [NH2:1][C:2]1[N:6]([C:7]2[CH:14]=[CH:13][C:10]([C:11]#[N:12])=[CH:9][CH:8]=2)[N:5]=[C:4]([NH:15][C:16]2[CH:21]=[C:20]([O:22][CH3:23])[C:19]([CH3:24])=[C:18]([O:25][CH3:26])[CH:17]=2)[N:3]=1.C1C(=O)N([Br:34])C(=O)C1.C(OOC(=O)C1C=CC=CC=1)(=O)C1C=CC=CC=1>C(Cl)(Cl)(Cl)Cl.C1C=CC=CC=1>[NH2:1][C:2]1[N:6]([C:7]2[CH:8]=[CH:9][C:10]([C:11]#[N:12])=[CH:13][CH:14]=2)[N:5]=[C:4]([NH:15][C:16]2[CH:21]=[C:20]([O:22][CH3:23])[C:19]([CH3:24])=[C:18]([O:25][CH3:26])[C:17]=2[Br:34])[N:3]=1. Reported procedure: To a suspension of 4-[5-Amino-3-(3,5-dimethoxy-4-methyl-phenylamino)-[1,2,4]triazol-1-yl]-benzonitrile (155 mg, 0.44 mmol) in CCl4 (10 mL) and benzene (10 mL) was added N-bromosuccimide (100 mg, 0.56 mmol) and benzoyl peroxide (10 mg). The reaction mixture was refluxed for 16 h. Concentration. The residue was purified by HPLC to give the title compound (80 mg). FIA-MS: m/e=429.1 and 431.1 (M+H), 427.1 and 429.1 (M−H). Rt=3.89 min (Method A). 1H-NMR (500 MHz, DMSO(d6)): 7.95 (d, 2H), 7.82 (s, 1H)... Starting materials: C(#N)NC(SC)=NC (N-cyano-N',S-dimethylisothiourea), final compound I, NCCSCC=1N=CNC1C (4-[(2-aminoethyl)-thiomethyl]-5-methyl imidazole). The product is dimethylcyanodithioimido carbonate, C(#N)NC(SC)=NCCSCC=1N=CNC1C (N-cyano-N'-{2-[(5-methylimidazole-4-yl)-methylthio]-ethyl}-S-methylisothiourea). Reaction SMILES: [NH2:1][CH2:2][CH2:3][S:4][CH2:5][C:6]1[N:7]=[CH:8][NH:9][C:10]=1[CH3:11].[C:12]([NH:14][C:15](=NC)[S:16][CH3:17])#[N:13]>>[C:12]([NH:14][C:15](=[N:1][CH2:2][CH2:3][S:4][CH2:5][C:6]1[N:7]=[CH:8][NH:9][C:10]=1[CH3:11])[S:16][CH3:17])#[N:13]. Reported procedure: Furthermore, the final compound I can be obtained by reacting 4-[(2-aminoethyl)-thiomethyl]-5-methyl imidazole with N-cyano-N',S-dimethylisothiourea or with dimethylcyanodithioimido carbonate to form N-cyano-N'-{2-[(5-methylimidazole-4-yl)-methylthio]-ethyl}-S-methylisothiourea, which reacts with methylamine, thus yielding the final compound I.